This data is from the Open Reaction Database (ORD), a public repository of structured organic reaction records. The task is: describe an organic reaction: reactants, conditions, products, and yield Reactants: C(CC(C)C)(=O)Cl (isovaleroyl chloride), C(#N)C=1C=C(C=CC1)C1OC(CN1)CC (2-(m-cyanophenyl)-5-ethyl-1,3-oxazolidine), N1=CC=CC=C1 (pyridine). The solvent is C(Cl)Cl (methylene chloride), C(Cl)Cl (methylene chloride). Run at time 8 hour. Product: C(#N)C=1C=C(C=CC1)C1OC(CN1C(CC(C)C)=O)CC (2-(m-Cyanophenyl)-3-isovaleroyl-5-ethyl-1,3-oxazolidine). RXN SMILES: [C:1](Cl)(=[O:6])[CH2:2][CH:3]([CH3:5])[CH3:4].[C:8]([C:10]1[CH:11]=[C:12]([CH:16]2[NH:20][CH2:19][CH:18]([CH2:21][CH3:22])[O:17]2)[CH:13]=[CH:14][CH:15]=1)#[N:9].N1C=CC=CC=1>C(Cl)Cl>[C:8]([C:10]1[CH:11]=[C:12]([CH:16]2[N:20]([C:1](=[O:6])[CH2:2][CH:3]([CH3:5])[CH3:4])[CH2:19][CH:18]([CH2:21][CH3:22])[O:17]2)[CH:13]=[CH:14][CH:15]=1)#[N:9]. Procedure details: Two and five-tenths grams of isovaleroyl chloride in 10 ml of methylene chloride was added dropwise to 6.5 g of 2-(m-cyanophenyl)-5-ethyl-1,3-oxazolidine in 25 ml of methylene chloride containing 1.9 g of pyridine. The mixture was allowed to stir overnight, washed with 50 ml of 5% NaOH and 200 ml of water, dried over anhydrous MgSO4 and stripped on the rotary evaporator. The yield was 3.7 g, nD30 1.5455. The structure was confirmed by NMR and infrared spectroscopy. Starting materials: ice, ClC1=C(C=CC(=C1)Cl)C(CN1N=CN=C1)(C(C)(S(=O)C)C)O (2-(2,4-dichlorophenyl)-3-methyl-3-methylsulfinyl-1-(1,2,4-triazol-1-yl)butan-2-ol), ClC1=C(C=CC(=C1)Cl)C(CN1N=CN=C1)(C(C)(S(=O)C)C)O (2-(2,4-dichlorophenyl)-3-methyl-3-methylsulfinyl-1-(1,2,4-triazol-1-yl)butan-2-ol), ClC1=CC(=CC=C1)C(=O)OO (m-chloroperbenzoic acid). Run in C(Cl)(Cl)Cl (chloroform). Conditions: temperature 5 celsius, time 1 hour. The product is ClC1=C(C=CC(=C1)Cl)C(CN1N=CN=C1)(C(C)(S(=O)(=O)C)C)O (2-(2,4-dichlorophenyl)-3-methyl-3-methylsulfonyl-1-(1,2,4-triazol-1-yl)butan-2-ol). Yield: 33.2%. As a reaction SMILES: [Cl:1][C:2]1[CH:7]=[C:6]([Cl:8])[CH:5]=[CH:4][C:3]=1[C:9]([OH:22])([C:16]([CH3:21])([S:18]([CH3:20])=[O:19])[CH3:17])[CH2:10][N:11]1[CH:15]=[N:14][CH:13]=[N:12]1.ClC1C=CC=C(C(OO)=[O:31])C=1>C(Cl)(Cl)Cl>[Cl:1][C:2]1[CH:7]=[C:6]([Cl:8])[CH:5]=[CH:4][C:3]=1[C:9]([OH:22])([C:16]([CH3:17])([S:18]([CH3:20])(=[O:31])=[O:19])[CH3:21])[CH2:10][N:11]1[CH:15]=[N:14][CH:13]=[N:12]1. Procedure details: To an ice-cold solution of 2-(2,4-dichlorophenyl)-3-methyl-3-methylsulfinyl-1-(1,2,4-triazol-1-yl)butan-2-ol (Compound 30b, 346 mg) in chloroform (50 ml) was added m-chloroperbenzoic acid (350 mg), and the mixture was stirred at 0 to 10° C. for 1 hour. The reaction mixture was washed with aqueous ammonia and water, dried over magnesium sulfate and evaporated in vacuo. The oily residue was chromatographed on silica gel, eluting with chloroform, to give 2-(2,4-dichlorophenyl)-3-methyl-3-methylsulf... Reactants: C#CCO, Clc1ccc(I)cc1, Cl, [Cu]I, C1CCC2=NCCCN2CC1, C1CCOC1, O, [Pd], c1ccc(P(c2ccccc2)c2ccccc2)cc1, c1ccc(P(c2ccccc2)c2ccccc2)cc1, c1ccc(P(c2ccccc2)c2ccccc2)cc1, c1ccc(P(c2ccccc2)c2ccccc2)cc1. The product is OCC#Cc1ccc(Cl)cc1. RXN SMILES: [CH2:20]([C:21]#[CH:22])[OH:23].[Cl:1][c:2]1[cH:3][cH:4][c:5]([I:8])[cH:6][cH:7]1.[ClH:24].[Cu:30][I:31].[N:9]12[CH2:10][CH2:11][CH2:12][N:13]=[C:14]1[CH2:15][CH2:16][CH2:17][CH2:18][CH2:19]2.[O:25]1[CH2:26][CH2:27][CH2:28][CH2:29]1.[OH2:109].[Pd:32].[c:33]1([P:34]([c:35]2[cH:36][cH:37][cH:38][cH:39][cH:40]2)[c:41]2[cH:42][cH:43][cH:44][cH:45][cH:46]2)[cH:47][cH:48][cH:49][cH:50][cH:51]1.[c:52]1([P:53]([c:54]2[cH:55][cH:56][cH:57][cH:58][cH:59]2)[c:60]2[cH:61][cH:62][cH:63][cH:64][cH:65]2)[cH:66][cH:67][cH:68][cH:69][cH:70]1.[c:71]1([P:72]([c:73]2[cH:74][cH:75][cH:76][cH:77][cH:78]2)[c:79]2[cH:80][cH:81][cH:82][cH:83][cH:84]2)[cH:85][cH:86][cH:87][cH:88][cH:89]1.[c:90]1([P:91]([c:92]2[cH:93][cH:94][cH:95][cH:96][cH:97]2)[c:98]2[cH:99][cH:100][cH:101][cH:102][cH:103]2)[cH:104][cH:105][cH:106][cH:107][cH:108]1>>[Cl:1][c:2]1[cH:3][cH:4][c:5]([C:22]#[C:21][CH2:20][OH:23])[cH:6][cH:7]1. Reactants: COC(=O)C(Cc1ccccc1)NC(C)=O, C=[N+]=[N-]. Product: CC(=O)NC(Cc1ccccc1)C(=O)O. As a reaction SMILES: [CH3:4][O:5][C:6]([CH:7]([NH:8][C:9]([CH3:10])=[O:11])[CH2:12][c:13]1[cH:14][cH:15][cH:16][cH:17][cH:18]1)=[O:19].[N+:1](=[CH2:2])=[N-:3]>>[O:5]=[C:6]([CH:7]([NH:8][C:9]([CH3:10])=[O:11])[CH2:12][c:13]1[cH:14][cH:15][cH:16][cH:17][cH:18]1)[OH:19]. Starting materials: NC1=CN=C(C2=CC=CC=C12)C#N (4-aminoisoquinoline-1-carbonitrile), C(=S)(Cl)Cl (thiophosgene). The solvent is CC(=O)N(C)C (DMA), CCOC(=O)C.O (EtOAc water). Reaction conditions: time 8 hour. Yields the product N(=C=S)C1=CN=C(C2=CC=CC=C12)C#N (4-isothiocyanatoisoquinoline-1-carbonitrile). Yield: 88.7%. RXN SMILES: [NH2:1][C:2]1[C:11]2[C:6](=[CH:7][CH:8]=[CH:9][CH:10]=2)[C:5]([C:12]#[N:13])=[N:4][CH:3]=1.[C:14](Cl)(Cl)=[S:15]>CC(N(C)C)=O.CCOC(C)=O.O>[N:1]([C:2]1[C:11]2[C:6](=[CH:7][CH:8]=[CH:9][CH:10]=2)[C:5]([C:12]#[N:13])=[N:4][CH:3]=1)=[C:14]=[S:15] |f:3.4|. Procedure: A mixture of 4-aminoisoquinoline-1-carbonitrile (500 mg, 2.95 mmol) and thiophosgene (0.34 mL, 4.44 mmol) in DMA (5 mL) was stirred at room temperature overnight. The mixture was diluted with EtOAc/water. The two layers were separated and the aqueous layer was extracted with EtOAc (3×). The organics were combined, washed with a saturated solution of sodium bicarbonate (2×), dried over sodium sulfate, and evaporated to dryness to afford 553 mg of 4-isothiocyanatoisoquinoline-1-carbonitrile as an ...